Dataset: the Open Reaction Database (ORD), a public repository of structured organic reaction records. Task: describe an organic reaction: reactants, conditions, products, and yield Reactants: CC(C)(C)C(=O)Cl, Nc1cc(Cl)ccn1, O, c1ccncc1. Product: CC(C)(C)C(=O)Nc1cc(Cl)ccn1. Reaction SMILES: [CH3:1][C:2]([C:3](=[O:4])[Cl:5])([CH3:6])[CH3:7].[NH2:8][c:9]1[n:10][cH:11][cH:12][c:13]([Cl:15])[cH:14]1.[OH2:16].[cH:17]1[cH:18][cH:19][n:20][cH:21][cH:22]1>>[CH3:1][C:2]([C:3](=[O:4])[NH:8][c:9]1[n:10][cH:11][cH:12][c:13]([Cl:15])[cH:14]1)([CH3:6])[CH3:7]. The reactants are C(C)N(C(=O)C=1C=C2C(=C(NC2=CC1)C1=CC(=CC(=C1)C)C)CCNCCCCC1=CC=NC=C1)CC (2-(3,5-dimethylphenyl)-3-[2-[4-(pyridin-4-yl)butylamino]ethyl]-1H-indole-5-carboxylic acid diethylamide), Cl (hydrochloric acid). Solvent: CO (methanol). The product is Cl.Cl.C(C)N(C(=O)C=1C=C2C(=C(NC2=CC1)C1=CC(=CC(=C1)C)C)CCNCCCCC1=CC=NC=C1)CC (2-(3,5-dimethylphenyl)-3-[2-[4-(pyridin-4-yl)butylamino]-ethyl]-1H-indole-5-carboxylic acid diethylamide dihydrochloride). As a reaction SMILES: [CH2:1]([N:3]([CH2:36][CH3:37])[C:4]([C:6]1[CH:7]=[C:8]2[C:12](=[CH:13][CH:14]=1)[NH:11][C:10]([C:15]1[CH:20]=[C:19]([CH3:21])[CH:18]=[C:17]([CH3:22])[CH:16]=1)=[C:9]2[CH2:23][CH2:24][NH:25][CH2:26][CH2:27][CH2:28][CH2:29][C:30]1[CH:35]=[CH:34][N:33]=[CH:32][CH:31]=1)=[O:5])[CH3:2].[ClH:38]>CO>[ClH:38].[ClH:38].[CH2:36]([N:3]([CH2:1][CH3:2])[C:4]([C:6]1[CH:7]=[C:8]2[C:12](=[CH:13][CH:14]=1)[NH:11][C:10]([C:15]1[CH:16]=[C:17]([CH3:22])[CH:18]=[C:19]([CH3:21])[CH:20]=1)=[C:9]2[CH2:23][CH2:24][NH:25][CH2:26][CH2:27][CH2:28][CH2:29][C:30]1[CH:35]=[CH:34][N:33]=[CH:32][CH:31]=1)=[O:5])[CH3:37] |f:3.4.5|. Reported procedure: A solution of 452 mg (0.914 mmol) of 2-(3,5-dimethylphenyl)-3-[2-[4-(pyridin-4-yl)butylamino]ethyl]-1H-indole-5-carboxylic acid diethylamide in 45 mL of methanol was treated with 1.83 mL (3.66 mmol) of 2N hydrochloric acid. After a few minutes, the solution was evaporated to dryness. The residue was reconcentrated from methanol and then triturated with diethyl ether. The solid was collected on a filter, washed with additional diethyl ether, and dried to give 455 mg (87%) of yellowish powder, mp ... Reactants: OCCBr, C1COC2(CNCC23CC3)O1, CC#N, [K+], [K+], O=C([O-])[O-]. Yields the product OCCN1CC2(CC2)C2(C1)OCCO2. As a reaction SMILES: [Br:12][CH2:13][CH2:14][OH:15].[CH2:1]1[CH2:2][C:3]12[C:4]1([O:5][CH2:6][CH2:7][O:8]1)[CH2:9][NH:10][CH2:11]2.[CH3:22][C:23]#[N:24].[K+:16].[K+:17].[O-:18][C:19]([O-:20])=[O:21]>>[CH2:1]1[CH2:2][C:3]12[C:4]1([O:5][CH2:6][CH2:7][O:8]1)[CH2:9][N:10]([CH2:13][CH2:14][OH:15])[CH2:11]2. Reactants: ClC1=C(C=CC=C1)C=1C(=C(SC1)C1=CC=C(C=C1)OCCC)CC(=O)O ([4-(2-Chlorophenyl)-2-(4-propoxyphenyl)thien-3-yl]acetic acid), Cl.N1(N=CC=C1)C(=N)N (1-H-Pyrazole-1-carboxamidine hydrochloride), C(C)(C)N(CC)C(C)C (diisopropyl ethylamine). The product is ClC1=C(C=CC=C1)C=1C(=C(SC1)C1=CC=C(C=C1)OCCC)CC(=O)NC(N1N=CC=C1)=N (2-[4-(2-chlorophenyl)-2-(4-propoxyphenyl)thien-3-yl]-N-[imino(1H-pyrazol-1-yl)methyl]acetamide). Yield: 54.3%. As a reaction SMILES: [Cl:1][C:2]1[CH:7]=[CH:6][CH:5]=[CH:4][C:3]=1[C:8]1[C:9]([CH2:23][C:24]([OH:26])=O)=[C:10]([C:13]2[CH:18]=[CH:17][C:16]([O:19][CH2:20][CH2:21][CH3:22])=[CH:15][CH:14]=2)[S:11][CH:12]=1.Cl.[N:28]1([C:33]([NH2:35])=[NH:34])[CH:32]=[CH:31][CH:30]=[N:29]1.C(N(C(C)C)CC)(C)C>>[Cl:1][C:2]1[CH:7]=[CH:6][CH:5]=[CH:4][C:3]=1[C:8]1[C:9]([CH2:23][C:24]([NH:35][C:33](=[NH:34])[N:28]2[CH:32]=[CH:31][CH:30]=[N:29]2)=[O:26])=[C:10]([C:13]2[CH:14]=[CH:15][C:16]([O:19][CH2:20][CH2:21][CH3:22])=[CH:17][CH:18]=2)[S:11][CH:12]=1 |f:1.2|. Procedure details: [4-(2-Chlorophenyl)-2-(4-propoxyphenyl)thien-3-yl]acetic acid (0.630 g, 1.62 mmol) was dissolved in CH2CL2 (5 mL) and carbonyldiimidizole (1.31 g, 8.1 mmol) was added. The solution was stirred under argon at room temperature for thirty minutes. 1-H-Pyrazole-1-carboxamidine hydrochloride (2.37 g, 16.2 mmol) and diisopropyl ethylamine (4.23 mL, 3.14 g, 24.3 mmol) were added the solution was stirred overnight. The solvent was removed and the mixture was absorbed onto silica gel and purified by flas...